From a dataset of the Open Reaction Database (ORD), a public repository of structured organic reaction records. describe an organic reaction: reactants, conditions, products, and yield Reactants: [BH4-], O=Cc1ccc(Br)cc1, CO, NCC(=O)O, [Na+], [Na+], [OH-], O. Yields the product O=C(O)CNCc1ccc(Br)cc1. Reaction SMILES: [BH4-:17].[Br:8][c:9]1[cH:10][cH:11][c:12]([CH:13]=[O:14])[cH:15][cH:16]1.[CH3:20][OH:21].[NH2:1][CH2:2][C:3]([OH:4])=[O:5].[Na+:18].[Na+:7].[OH-:6].[OH2:19]>>[NH:1]([CH2:2][C:3]([OH:4])=[O:5])[CH2:13][c:12]1[cH:11][cH:10][c:9]([Br:8])[cH:16][cH:15]1. Reactants: CC(=O)OI1(C=2C=CC=CC2C(=O)O1)(OC(=O)C)OC(=O)C (Dess-Martin periodinane), ClC=1C=CC(=NC1)SC1=C(N=C(O1)C1=CC=C(C=C1)F)CO ({5-[(5-chloropyridin-2-yl)sulfanyl]-2-(4-fluorophenyl)-1,3-oxazol-4-yl}methanol), ClC=1C=CC(=NC1)SC1=C(N=C(O1)C1=CC=C(C=C1)F)CO ({5-[(5-chloropyridin-2-yl)sulfanyl]-2-(4-fluorophenyl)-1,3-oxazol-4-yl}methanol), N1=CC=CC=C1 (pyridine). Solvent: C(Cl)Cl (DCM). Conditions: time 2 hour. Yields the product ClC=1C=CC(=NC1)SC1=C(N=C(O1)C1=CC=C(C=C1)F)C=O (5-[(5-chloropyridin-2-yl)sulfanyl]-2-(4-fluorophenyl)-1,3-oxazole-4-carbaldehyde). The yield is 104.6%. As a reaction SMILES: [Cl:1][C:2]1[CH:3]=[CH:4][C:5]([S:8][C:9]2[O:13][C:12]([C:14]3[CH:19]=[CH:18][C:17]([F:20])=[CH:16][CH:15]=3)=[N:11][C:10]=2[CH2:21][OH:22])=[N:6][CH:7]=1.N1C=CC=CC=1.CC(OI1(OC(C)=O)(OC(C)=O)OC(=O)C2C=CC=CC1=2)=O>C(Cl)Cl>[Cl:1][C:2]1[CH:3]=[CH:4][C:5]([S:8][C:9]2[O:13][C:12]([C:14]3[CH:19]=[CH:18][C:17]([F:20])=[CH:16][CH:15]=3)=[N:11][C:10]=2[CH:21]=[O:22])=[N:6][CH:7]=1. Procedure: To a solution of {5-[(5-chloropyridin-2-yl)sulfanyl]-2-(4-fluorophenyl)-1,3-oxazol-4-yl}methanol (intermediate B1.1, 0.10 g, 0.30 mmol) in 5.5 ml of DCM was added pyridine (0.24 ml, 2.97 mmol), followed by Dess-Martin periodinane (0.166 g, 0.39 mmol). The reaction was allowed to proceed at rt for 2 h and quenched by the adding of 1M aq. sodium thiosulfate (5 ml) and satd. NaHCO3 (5 ml). After stirring vigorously, the reaction was diluted with water and extracted with EtOAc. The combined organics... The reactants are CN(Cc1ccc(Cl)cc1Cl)CC(O)c1cccc(Br)c1, ClCCl, [Na+], [OH-], O, O=S(=O)(O)O. Reaction SMILES: [Cl:1][c:2]1[c:3]([CH2:4][N:5]([CH2:6][CH:7]([OH:8])[c:9]2[cH:10][c:11]([Br:15])[cH:12][cH:13][cH:14]2)[CH3:16])[cH:17][cH:18][c:19]([Cl:21])[cH:20]1.[Cl:29][CH2:30][Cl:31].[Na+:28].[OH-:27].[OH2:32].[S:22](=[O:23])(=[O:24])([OH:25])[OH:26]>>[Cl:1][c:2]1[c:3]2[c:17]([cH:18][c:19]([Cl:21])[cH:20]1)[CH:7]([c:9]1[cH:10][c:11]([Br:15])[cH:12][cH:13][cH:14]1)[CH2:6][N:5]([CH3:16])[CH2:4]2. Product: CN1Cc2c(Cl)cc(Cl)cc2C(c2cccc(Br)c2)C1. The reactants are CCN(C(C)C)C(C)C, COC(=O)C1CC(N)CCN1C(=O)OC(C)(C)C, O=C(O)c1ccc2c(c1)OCCO2, CN(C)C=O, O. Product: COC(=O)C1CC(NC(=O)c2ccc3c(c2)OCCO3)CCN1C(=O)OC(C)(C)C. As a reaction SMILES: [CH:14]([N:15]([CH2:16][CH3:17])[CH:18]([CH3:19])[CH3:20])([CH3:21])[CH3:22].[NH2:23][CH:24]1[CH2:25][CH:26]([C:37](=[O:38])[O:39][CH3:40])[N:27]([C:30](=[O:31])[O:32][C:33]([CH3:34])([CH3:35])[CH3:36])[CH2:28][CH2:29]1.[O:1]1[c:2]2[c:3]([cH:7][c:8]([C:11](=[O:12])[OH:13])[cH:9][cH:10]2)[O:4][CH2:5][CH2:6]1.[O:42]=[CH:43][N:44]([CH3:45])[CH3:46].[OH2:41]>>[O:1]1[c:2]2[c:3]([cH:7][c:8]([C:11](=[O:13])[NH:23][CH:24]3[CH2:25][CH:26]([C:37](=[O:38])[O:39][CH3:40])[N:27]([C:30](=[O:31])[O:32][C:33]([CH3:34])([CH3:35])[CH3:36])[CH2:28][CH2:29]3)[cH:9][cH:10]2)[O:4][CH2:5][CH2:6]1. As a reaction SMILES: [CH2:1]([O:3][C:4](=[O:23])[CH2:5][C:6]1[CH:7]=[N:8][CH:9]=[C:10]([C:12]2[CH:17]=[CH:16][C:15]([F:18])=[CH:14][C:13]=2[CH2:19][NH:20][CH2:21][CH3:22])[CH:11]=1)[CH3:2].[CH:24]1([C:27](O)=[O:28])[CH2:26][CH2:25]1>>[CH2:1]([O:3][C:4](=[O:23])[CH2:5][C:6]1[CH:7]=[N:8][CH:9]=[C:10]([C:12]2[CH:17]=[CH:16][C:15]([F:18])=[CH:14][C:13]=2[CH2:19][N:20]([C:27]([CH:24]2[CH2:26][CH2:25]2)=[O:28])[CH2:21][CH3:22])[CH:11]=1)[CH3:2]. Yields the product C(C)OC(CC=1C=NC=C(C1)C1=C(C=C(C=C1)F)CN(CC)C(=O)C1CC1)=O ((5-{2-[(N-cyclopropanecarbonyl-N-ethyl-amino)-methyl]-4-fluoro-phenyl}-pyridin-3-yl)-acetic acid ethyl ester). Procedure details: [5-(2-Ethylaminomethyl-4-fluoro-phenyl)-pyridin-3-yl]-acetic acid ethyl ester and cyclopropanecarboxylic acid were reacted as described in Example 8, Step 6 to provide (5-{2-[(N-cyclopropanecarbonyl-N-ethyl-amino)-methyl]-4-fluoro-phenyl}-pyridin-3-yl)-acetic acid ethyl ester. Reactants: C(C)OC(CC=1C=NC=C(C1)C1=C(C=C(C=C1)F)CNCC)=O ([5-(2-Ethylaminomethyl-4-fluoro-phenyl)-pyridin-3-yl]-acetic acid ethyl ester), C1(CC1)C(=O)O (cyclopropanecarboxylic acid).